From a dataset of the Open Reaction Database (ORD), a public repository of structured organic reaction records. describe an organic reaction: reactants, conditions, products, and yield Starting materials: C(C)C(=O)C (methyl ethyl ketone), C1(O)=C(O)C(O)=CC=C1.CC(=O)C (pyrogallol acetone), ester, naphthoquinone-1,2-diazide-4-sulfonyl chloride, novolac resin. The solvent is CO (methyl alcohol). Yields the product C1(=CC=CC=C1O)C (cresol), C=O (formaldehyde). As a reaction SMILES: [C:1]1([CH:9]=[CH:8][CH:7]=[C:5](O)[C:3]=1[OH:4])O.[CH3:10][C:11](C)=[O:12].C(C(C)=O)C>CO>[C:5]1([CH3:10])[C:3]([OH:4])=[CH:1][CH:9]=[CH:8][CH:7]=1.[CH2:11]=[O:12] |f:0.1|. Procedure: A composition consisting of 0.9 g of an ester of naphthoquinone-1,2-diazide-4-sulfonyl chloride with a pyrogallol-acetone resin, 0.05 g of Victoria Pure Blue BOH, 2.0 g of a novolac resin obtained from cresol and formaldehyde (meta:para=6:4; weight-average molecular weight, 1,800), 20 g of methyl ethyl ketone, and 7 g of methyl alcohol was applied to the hydrophilic layer. Thus, a positive type lithographic printing plate precursor of Example 8 was obtained. The reactants are ClN1C(CCC1=O)=O (N-Chlorosuccinimide), ClC1=C(C(=CC(=C1)C(F)(F)F)Cl)NN (2,6-dichloro-4-trifluoromethylphenylhydrazine), O=C(C=NO)C (2-oxopropanal 1-oxime), C[S-].[Na+] (sodium methanethiolate). Solvent: O (water), O (water), CN(C=O)C (dimethylformamide), CN(C=O)C (dimethylformamide). Run at time 5 hour. The product is ClC1=C(C(=CC(=C1)C(F)(F)F)Cl)NN=C(C=NO)CSC (2-(2,6-dichloro-4-trifluoromethylphenylhydrazono)-methylthiopropanal-1-oxime). As a reaction SMILES: ClN1C(=O)CCC1=O.O=[C:10]([CH3:14])[CH:11]=[N:12][OH:13].[CH3:15][S-:16].[Na+].[Cl:18][C:19]1[CH:24]=[C:23]([C:25]([F:28])([F:27])[F:26])[CH:22]=[C:21]([Cl:29])[C:20]=1[NH:30][NH2:31]>CN(C)C=O.O>[Cl:18][C:19]1[CH:24]=[C:23]([C:25]([F:26])([F:28])[F:27])[CH:22]=[C:21]([Cl:29])[C:20]=1[NH:30][N:31]=[C:10]([CH2:14][S:16][CH3:15])[CH:11]=[N:12][OH:13] |f:2.3|. Procedure details: N-Chlorosuccinimide (7.3 g) was added, portionwise, to a solution of 2-oxopropanal 1-oxime (4.8 g) in dimethylformamide (30 ml). The reaction was heated to 50° and hydrochloric acid gas bubbled through to initiate the reaction. The mixture was then stirred at room temperature for an hour. Poured into water, extracted with ether and the extracts worked up to give crude 1-chloro--oxopropanal 1-oxime. This (1.5 g) in dimethylformamide (25 ml) was then reacted with sodium methanethiolate (0.86 g). A... Reactants: [C@]12(C(=O)CC(CC1)C2(C)C)C ((1R)-(+)-Camphor), nitrile, S(=O)(=O)(C1=CC=C(C)C=C1)C[N+]#[C-] (tosylmethyl isocyanide). Yields the product CC12C(CC(CC1)C2(C)C)C#N (1,7,7-Trimethyl-bicyclo[2.2.1]heptane-2-carbonitrile). Reaction SMILES: [C@:1]12([CH3:11])[C:8]([CH3:10])([CH3:9])[CH:5]([CH2:6][CH2:7]1)[CH2:4][C:2]2=O.S([CH2:22][N+:23]#[C-])(C1C=CC(C)=CC=1)(=O)=O>>[CH3:11][C:1]12[C:8]([CH3:10])([CH3:9])[CH:5]([CH2:6][CH2:7]1)[CH2:4][CH:2]2[C:22]#[N:23]. Procedure: (1R)-(+)-Camphor was converted to the nitrile using tosylmethyl isocyanide according to the procedure of O. H. Oldenziel (O. H. Oldenziel, D. van Leusen, and A. M. van Leusen J.Org.Chem. 1977, 42, 3114). Run at time 3 hour. Reagents/catalysts: [C].[Pd] (palladium carbon). Yields the product O=C1C(CN(C2=C(N1)C=C(C=C2)C)C2CCCCC2)NC(=O)OC(C)(C)C (2-oxo-3-tert-butoxycarbonylamino-5-cyclohexyl-8-methyl-1,3,4,5-tetrahydro-2H-1,5-benzodiazepine). Solvent: C(C)O (ethanol). The reactants are O=C1C(CN(C2=C(N1)C=C(C=C2)C)C2C=CCCC2)NC(=O)OC(C)(C)C (2-oxo-3-tert-butoxycarbonylamino-5-(2-cyclohexen-1-yl)-8-methyl-1,3,4,5-tetrahydro-2H-1,5-benzodiazepine). Procedure: 10% palladium carbon (100 mg) was added to a solution of 2-oxo-3-tert-butoxycarbonylamino-5-(2-cyclohexen-1-yl)-8-methyl-1,3,4,5-tetrahydro-2H-1,5-benzodiazepine (500 mg) obtained from Step 1 of Referential Example 10 in ethanol (50 ml), under hydrogen atmosphere the mixture was stirred at room temperature for 3 hours. The reaction mixture was filtrated, the filtrate was concentrated under reduced pressure, to thereby obtain 450 mg of the title compound (Yield: 90%). As a reaction SMILES: [O:1]=[C:2]1[NH:8][C:7]2[CH:9]=[C:10]([CH3:13])[CH:11]=[CH:12][C:6]=2[N:5]([CH:14]2[CH2:19][CH2:18][CH2:17][CH:16]=[CH:15]2)[CH2:4][CH:3]1[NH:20][C:21]([O:23][C:24]([CH3:27])([CH3:26])[CH3:25])=[O:22]>C(O)C.[C].[Pd]>[O:1]=[C:2]1[NH:8][C:7]2[CH:9]=[C:10]([CH3:13])[CH:11]=[CH:12][C:6]=2[N:5]([CH:14]2[CH2:19][CH2:18][CH2:17][CH2:16][CH2:15]2)[CH2:4][CH:3]1[NH:20][C:21]([O:23][C:24]([CH3:27])([CH3:26])[CH3:25])=[O:22] |f:2.3|. Yield: 89.5%. Reactants: CC(=O)OO, Cc1ccccc1, CCCCOC(=O)C(C)Oc1ccc(C=O)cc1, O. Product: CCCCOC(=O)C(C)Oc1ccc(O)cc1. As a reaction SMILES: [C:26]([O:27][OH:29])(=[O:28])[CH3:30].[CH3:19][c:20]1[cH:21][cH:22][cH:23][cH:24][cH:25]1.[CH:1](=[O:2])[c:3]1[cH:4][cH:5][c:6]([O:7][CH:8]([C:9](=[O:10])[O:11][CH2:12][CH2:13][CH2:14][CH3:15])[CH3:16])[cH:17][cH:18]1.[OH2:31]>>[c:3]1([OH:28])[cH:4][cH:5][c:6]([O:7][CH:8]([C:9](=[O:10])[O:11][CH2:12][CH2:13][CH2:14][CH3:15])[CH3:16])[cH:17][cH:18]1.